describe an organic reaction: reactants, conditions, products, and yield From a dataset of the Open Reaction Database (ORD), a public repository of structured organic reaction records. The reactants are NCC1CN(Cc2ccc(Cl)c(Cl)c2)CCO1, O=C(O)COc1ccccc1. Yields the product O=C(COc1ccccc1)NCC1CN(Cc2ccc(Cl)c(Cl)c2)CCO1. Reaction SMILES: [Cl:1][c:2]1[cH:3][c:4]([CH2:5][N:6]2[CH2:7][CH:8]([CH2:12][NH2:13])[O:9][CH2:10][CH2:11]2)[cH:14][cH:15][c:16]1[Cl:17].[OH:18][C:19](=[O:20])[CH2:21][O:22][c:23]1[cH:24][cH:25][cH:26][cH:27][cH:28]1>>[Cl:1][c:2]1[cH:3][c:4]([CH2:5][N:6]2[CH2:7][CH:8]([CH2:12][NH:13][C:19](=[O:18])[CH2:21][O:22][c:23]3[cH:24][cH:25][cH:26][cH:27][cH:28]3)[O:9][CH2:10][CH2:11]2)[cH:14][cH:15][c:16]1[Cl:17].